Task: describe an organic reaction: reactants, conditions, products, and yield. Dataset: the Open Reaction Database (ORD), a public repository of structured organic reaction records Reactants: C([O-])([O-])=O.[Na+].[Na+] (sodium carbonate), B(O)(O)C1=C(C=CC(=C1)C)NC(C(C)(C)C)=O (N-(2-borono-4-methylphenyl)-2,2-dimethylpropanamide), ClC1=NC(=CN=C1)Cl (2,6-dichloropyrazine), tetrakis(triphenylphospine)-palladium(0). The solvent is C(OC)COC (glyme), [Cl-].[Na+].O (brine). Product: ClC1=CN=CC(=N1)C1=C(C=CC(=C1)C)NC(C(C)(C)C)=O (N-[2-(6-Chloro-2-pyrazinyl)-4-methylphenyl]-2,2-dimethylpropanamide). RXN SMILES: B([C:4]1[CH:9]=[C:8]([CH3:10])[CH:7]=[CH:6][C:5]=1[NH:11][C:12](=[O:17])[C:13]([CH3:16])([CH3:15])[CH3:14])(O)O.[Cl:18][C:19]1[CH:24]=[N:23][CH:22]=[C:21](Cl)[N:20]=1.C(=O)([O-])[O-].[Na+].[Na+]>C(COC)OC.[Cl-].[Na+].O>[Cl:18][C:19]1[N:20]=[C:21]([C:4]2[CH:9]=[C:8]([CH3:10])[CH:7]=[CH:6][C:5]=2[NH:11][C:12](=[O:17])[C:13]([CH3:16])([CH3:15])[CH3:14])[CH:22]=[N:23][CH:24]=1 |f:2.3.4,6.7.8|. Procedure: To a stirred mixture of the title compound from Example 1 (3.9 g, 0.017 mol), 2,6-dichloropyrazine (10.0 g, 0.067 mol) and tetrakis(triphenylphospine)-palladium(0) (0.05 g) in glyme (ethylene glycol dimethyl ether, 150 mL) was added aqueous 1M sodium carbonate (67 mL), 0.067 mol). The mixture was heated to reflux and for 8 h. After cooling to room temperature, the mixture was poured into brine (300 mL). The layers were separated and the aqueous phase extracted with three 150 mL-portions of ethyl... Starting materials: NC1=C(C=CC(=C1)C)SC1=CC=C(C=C1)O (4-(2-Amino-4-methyl-phenylsulfanyl)-phenol), NC1=C(OC2=CC=C(C=C2)O)C=CC(=C1)C (4-(2-amino-4-methylphenoxy)phenol), C(#N)C=1C(=NC(=CC1)C1CC1)N=CN(C)C (N′-(3-Cyano-6-cyclopropyl-pyridin-2-yl)-N,N-dimethyl-formamidine), C(#N)C=1C(=NC(=CC1)C1CC1)N=CN(C)C (N′-(3-Cyano-6-cyclopropyl-pyridin-2-yl)-N,N-dimethyl-formamidine), NC1=C(OC2=CC=C(C=C2)O)C=CC(=C1)C (4-(2-amino-4-methylphenoxy)phenol), C(#N)C=1C(=NC(=CC1)C)N=CN(C)C (N′-(3-Cyano-6-methyl-pyridin-2-yl)-N,N-dimethyl-formamidine). Yields the product C1(CC1)C=1C=CC2=C(N=CN=C2NC2=C(OC3=CC=C(C=C3)O)C=CC(=C2)C)N1 (4-(2-(7-cyclopropylpyrido[2,3-d]pyrimidin-4-ylamino)-4-methylphenoxy)phenol). Reaction SMILES: [NH2:1][C:2]1[CH:15]=[C:14]([CH3:16])[CH:13]=[CH:12][C:3]=1[O:4][C:5]1[CH:10]=[CH:9][C:8]([OH:11])=[CH:7][CH:6]=1.C([C:19]1[C:20]([N:28]=[CH:29][N:30]([CH3:32])C)=[N:21][C:22]([CH:25]2[CH2:27][CH2:26]2)=[CH:23][CH:24]=1)#N.NC1C=C(C)C=CC=1SC1C=CC(O)=CC=1.C(C1C(N=CN(C)C)=NC(C)=CC=1)#N>>[CH:25]1([C:22]2[CH:23]=[CH:24][C:19]3[C:32]([NH:1][C:2]4[CH:15]=[C:14]([CH3:16])[CH:13]=[CH:12][C:3]=4[O:4][C:5]4[CH:6]=[CH:7][C:8]([OH:11])=[CH:9][CH:10]=4)=[N:30][CH:29]=[N:28][C:20]=3[N:21]=2)[CH2:26][CH2:27]1. Reported procedure: The product from Example 122b was reacted with the product from Example 119A using the procedure from Example 102 substituting the product from Example 122b for the product from Example 6c and substituting the product from Example 119A for the product from Example 10B to provide the crude residue which was purified by trituration with methanol to provide the title compound. 1H NMR (300 MHz, DMSO-D6) δ ppm: 1.03-1.18 (m, J=6.25 Hz, 4H), 2.20-2.35 (m, 1H), 2.30 (s, 3H), 6.57-6.85 (m, 5H), 7.03 (dd... The reactants are CC(C)(C)c1cc(NC(=O)Oc2ccccc2)n(-c2ccccc2)n1, NC(=O)O, COCCOc1cc2ncnc(Sc3cccc(N)c3)c2cc1OC, CN(C)c1ccncc1, CCN(C(C)C)C(C)C. Product: COCCOc1cc2ncnc(Sc3cccc(NC(=O)Nc4cc(C(C)(C)C)nn4-c4ccccc4)c3)c2cc1OC. RXN SMILES: [C:1]([CH3:2])([CH3:3])([CH3:4])[c:5]1[n:6][n:7](-[c:20]2[cH:21][cH:22][cH:23][cH:24][cH:25]2)[c:8]([NH:10][C:11]([O:12][c:13]2[cH:14][cH:15][cH:16][cH:17][cH:18]2)=[O:19])[cH:9]1.[C:26](=[O:27])([OH:28])[NH2:29].[CH3:30][O:31][c:32]1[cH:33][c:34]2[c:35]([S:47][c:48]3[cH:49][c:50]([NH2:51])[cH:52][cH:53][cH:54]3)[n:36][cH:37][n:38][c:39]2[cH:40][c:41]1[O:42][CH2:43][CH2:44][O:45][CH3:46].[CH3:64][N:65]([c:66]1[cH:67][cH:68][n:69][cH:70][cH:71]1)[CH3:72].[CH:55]([N:56]([CH:57]([CH3:58])[CH3:59])[CH2:60][CH3:61])([CH3:62])[CH3:63]>>[C:1]([CH3:2])([CH3:3])([CH3:4])[c:5]1[n:6][n:7](-[c:20]2[cH:21][cH:22][cH:23][cH:24][cH:25]2)[c:8]([NH:10][C:11](=[O:19])[NH:51][c:50]2[cH:49][c:48]([S:47][c:35]3[c:34]4[cH:33][c:32]([O:31][CH3:30])[c:41]([O:42][CH2:43][CH2:44][O:45][CH3:46])[cH:40][c:39]4[n:38][cH:37][n:36]3)[cH:54][cH:53][cH:52]2)[cH:9]1.